Dataset: the Open Reaction Database (ORD), a public repository of structured organic reaction records. Task: describe an organic reaction: reactants, conditions, products, and yield Reactants: ClC(=O)C1=CC(=NC=C1)C1=C(C=CC(=C1)N1CCCCC1)NC(=O)C=1C=C(CSCCC(=O)OC(C)(C)C)C=CC1 (tert-butyl 3-(3-(2-(4-(chlorocarbonyl)pyridin-2-yl)-4-(piperidin-1-yl)phenylcarbamoyl)-benzylthio)-propanoate), CN (methanamine), O1CCN(CC1)C1=CC=C(C=C1)CN ((4-morpholinophenyl)methanamine), CCN(C(C)C)C(C)C (DIPEA). The solvent is O1CCCC1 (tetrahydrofuran), O (H2O). Yield: 133.3%. Procedure details: Into a 50-mL round-bottom flask purged and maintained with an inert atmosphere of nitrogen, was placed a solution of tert-butyl 3-(3-(2-(4-(chlorocarbonyl)pyridin-2-yl)-4-(piperidin-1-yl)phenylcarbamoyl)-benzylthio)-propanoate (120 mg, 0.20 mmol, 1.00 equiv) in tetrahydrofuran (10 mL), (4-morpholinophenyl)methanamine (68 mg, 0.35 mmol, 1.50 equiv), and DIPEA (32 mg, 0.25 mmol, 3.00 equiv). The resulting solution was stirred for 4 h at room temperature. An additional 68 mg of 4-morpholinophenyl)m... As a reaction SMILES: Cl[C:2]([C:4]1[CH:9]=[CH:8][N:7]=[C:6]([C:10]2[CH:15]=[C:14]([N:16]3[CH2:21][CH2:20][CH2:19][CH2:18][CH2:17]3)[CH:13]=[CH:12][C:11]=2[NH:22][C:23]([C:25]2[CH:26]=[C:27]([CH:39]=[CH:40][CH:41]=2)[CH2:28][S:29][CH2:30][CH2:31][C:32]([O:34][C:35]([CH3:38])([CH3:37])[CH3:36])=[O:33])=[O:24])[CH:5]=1)=[O:3].[O:42]1[CH2:47][CH2:46][N:45]([C:48]2[CH:53]=[CH:52][C:51]([CH2:54][NH2:55])=[CH:50][CH:49]=2)[CH2:44][CH2:43]1.CCN(C(C)C)C(C)C.CN>O1CCCC1.O>[O:42]1[CH2:43][CH2:44][N:45]([C:48]2[CH:49]=[CH:50][C:51]([CH2:54][NH:55][C:2]([C:4]3[CH:9]=[CH:8][N:7]=[C:6]([C:10]4[CH:15]=[C:14]([N:16]5[CH2:21][CH2:20][CH2:19][CH2:18][CH2:17]5)[CH:13]=[CH:12][C:11]=4[NH:22][C:23]([C:25]4[CH:26]=[C:27]([CH:39]=[CH:40][CH:41]=4)[CH2:28][S:29][CH2:30][CH2:31][C:32]([O:34][C:35]([CH3:38])([CH3:37])[CH3:36])=[O:33])=[O:24])[CH:5]=3)=[O:3])=[CH:52][CH:53]=2)[CH2:46][CH2:47]1. Product: O1CCN(CC1)C1=CC=C(CNC(=O)C2=CC(=NC=C2)C2=C(C=CC(=C2)N2CCCCC2)NC(=O)C=2C=C(CSCCC(=O)OC(C)(C)C)C=CC2)C=C1 (tert-butyl 3-(3-(2-(4-(4-morpholinobenzylcarbamoyl)pyridin-2-yl)-4-(piperidin-1-yl)phenylcarbamoyl)benzylthio)propanoate). Conditions: time 4 hour. Starting materials: C#Cc1cccc(CO)n1, C1COCCN1, CCO. The product is OCc1cccc(CCN2CCOCC2)n1. RXN SMILES: [C:1](#[CH:2])[c:3]1[cH:4][cH:5][cH:6][c:7]([CH2:9][OH:10])[n:8]1.[CH2:11]1[CH2:12][O:13][CH2:14][CH2:15][NH:16]1.[CH3:17][CH2:18][OH:19]>>[CH2:1]([CH2:2][N:16]1[CH2:11][CH2:12][O:13][CH2:14][CH2:15]1)[c:3]1[cH:4][cH:5][cH:6][c:7]([CH2:9][OH:10])[n:8]1.